The task is: describe an organic reaction: reactants, conditions, products, and yield. This data is from the Open Reaction Database (ORD), a public repository of structured organic reaction records. The reactants are NC1=C(C(=C(C(=O)OC)C=C1S)NC1=C(C=CC=C1)F)F (methyl 4-amino-3-fluoro-2-((2-fluorophenyl)amino)-5-mercaptobenzoate), CC=1C=CC(=CC1)S(=O)(=O)O (p-TsOH), O (water). Run in C(OC)(OC)OC (trimethyl orthoformate). Reaction conditions: time 1 hour. Yields the product FC1=C(C(=CC2=C1N=CS2)C(=O)OC)NC2=C(C=CC=C2)F (methyl 4-fluoro-5-((2-fluorophenyl)amino)benzo[d]thiazole-6-carboxylate). Yield: 85.1%. Reaction SMILES: [NH2:1][C:2]1[C:11]([SH:12])=[CH:10][C:5]([C:6]([O:8][CH3:9])=[O:7])=[C:4]([NH:13][C:14]2[CH:19]=[CH:18][CH:17]=[CH:16][C:15]=2[F:20])[C:3]=1[F:21].[CH3:22]C1C=CC(S(O)(=O)=O)=CC=1.O>C(OC)(OC)OC>[F:21][C:3]1[C:2]2[N:1]=[CH:22][S:12][C:11]=2[CH:10]=[C:5]([C:6]([O:8][CH3:9])=[O:7])[C:4]=1[NH:13][C:14]1[CH:19]=[CH:18][CH:17]=[CH:16][C:15]=1[F:20]. Procedure: To a solution of methyl 4-amino-3-fluoro-2-((2-fluorophenyl)amino)-5-mercaptobenzoate in trimethyl orthoformate (50 mL) was added p-TsOH (0.61 g, 3.17 mmol). The reaction mixture was stirred for 1 h and treated with water (100 mL). The precipitate was filtered off and the filter cake was washed with water to afford the desired product (pale yellow solid, 8.64 g, 85.1% yield for two steps). 1H NMR (400 MHz, CDCl3): δ 9.13 (s, 1H), 8.68 (s, 1H), 8.46 (s, 1H), 7.10 (m, 1H), 7.01 (m, 1H), 6.92 (s, 2... Reactants: CC(=O)OC(C)=O, CN(C)c1ccncc1, NCC1CCN(CCOc2ccccc2)CC1, c1ccncc1. The product is CC(=O)NCC1CCN(CCOc2ccccc2)CC1. RXN SMILES: [CH3:1][C:2](=[O:3])[O:4][C:5](=[O:6])[CH3:7].[CH3:31][N:32]([CH3:33])[c:34]1[cH:35][cH:36][n:37][cH:38][cH:39]1.[NH2:8][CH2:9][CH:10]1[CH2:11][CH2:12][N:13]([CH2:16][CH2:17][O:18][c:19]2[cH:20][cH:21][cH:22][cH:23][cH:24]2)[CH2:14][CH2:15]1.[cH:25]1[cH:26][cH:27][n:28][cH:29][cH:30]1>>[CH3:1][C:2](=[O:3])[NH:8][CH2:9][CH:10]1[CH2:11][CH2:12][N:13]([CH2:16][CH2:17][O:18][c:19]2[cH:20][cH:21][cH:22][cH:23][cH:24]2)[CH2:14][CH2:15]1. Reactants: N#CCBr, CCc1c(O)cc(C)c2sccc12, [H-], [Na+], CN(C)C=O. The product is CCc1c(OCC#N)cc(C)c2sccc12. RXN SMILES: [Br:16][CH2:17][C:18]#[N:19].[CH2:1]([CH3:2])[c:3]1[c:4]([OH:13])[cH:5][c:6]([CH3:12])[c:7]2[s:8][cH:9][cH:10][c:11]12.[H-:14].[Na+:15].[O:20]=[CH:21][N:22]([CH3:23])[CH3:24]>>[CH2:1]([CH3:2])[c:3]1[c:4]([O:13][CH2:17][C:18]#[N:19])[cH:5][c:6]([CH3:12])[c:7]2[s:8][cH:9][cH:10][c:11]12. The reactants are COc1cc(NC(=O)OC(C)(C)C)c(Br)c(OC)c1C, ClC(Cl)(Cl)Cl, CC(C)(C#N)N=NC(C)(C)C#N, O=C1CCC(=O)N1Br. Product: COc1cc(NC(=O)OC(C)(C)C)c(Br)c(OC)c1CBr. RXN SMILES: [C:1]([CH3:2])([CH3:3])([CH3:4])[O:5][C:6]([NH:7][c:8]1[c:9]([Br:19])[c:10]([O:17][CH3:18])[c:11]([CH3:16])[c:12]([O:14][CH3:15])[cH:13]1)=[O:20].[C:41]([Cl:42])([Cl:43])([Cl:44])[Cl:45].[N:29]#[C:30][C:31]([N:32]=[N:33][C:34]([C:35]#[N:36])([CH3:37])[CH3:38])([CH3:39])[CH3:40].[O:21]=[C:22]1[N:23]([Br:28])[C:24](=[O:25])[CH2:26][CH2:27]1>>[C:1]([CH3:2])([CH3:3])([CH3:4])[O:5][C:6]([NH:7][c:8]1[c:9]([Br:19])[c:10]([O:17][CH3:18])[c:11]([CH2:16][Br:28])[c:12]([O:14][CH3:15])[cH:13]1)=[O:20]. RXN SMILES: NCCCC(NC1C=C2C(=CC=1)N=CN=C2NC1C=CC(OCC2C=CC=C(F)C=2)=C(Cl)C=1)=O.C(OC(=O)[NH:41][CH2:42][CH2:43][CH2:44][C:45](=[O:66])[NH:46][C:47]1[CH:48]=[C:49]2[C:54](=[CH:55][CH:56]=1)[N:53]=[CH:52][N:51]=[C:50]2[NH:57][C:58]1[CH:63]=[CH:62][C:61]([F:64])=[C:60]([Cl:65])[CH:59]=1)(C)(C)C>>[NH2:41][CH2:42][CH2:43][CH2:44][C:45]([NH:46][C:47]1[CH:48]=[C:49]2[C:54](=[CH:55][CH:56]=1)[N:53]=[CH:52][N:51]=[C:50]2[NH:57][C:58]1[CH:63]=[CH:62][C:61]([F:64])=[C:60]([Cl:65])[CH:59]=1)=[O:66]. Procedure: The procedure of (87-1) of Example 87 was repeated except for using 0.08 g of the compound obtained in Example 96 instead of the compound obtained in Example 86 to obtain the title compound (0.06 g, 96%). Reactants: NCCCC(=O)NC=1C=C2C(=NC=NC2=CC1)NC1=CC(=C(C=C1)OCC1=CC(=CC=C1)F)Cl (4-amino-N-{4-[3-chloro-4-(3-fluoro-benzyloxy)-phenylamino]-quinazolin-6-yl}-butyramide), C(C)(C)(C)OC(NCCCC(NC=1C=C2C(=NC=NC2=CC1)NC1=CC(=C(C=C1)F)Cl)=O)=O ({3-[4-(3-chloro-4-fluoro-phenylamino)-quinazolin-6-ylcarbamoyl]-propyl}-carbamic acid t-butylester). Product: NCCCC(=O)NC=1C=C2C(=NC=NC2=CC1)NC1=CC(=C(C=C1)F)Cl (4-amino-N-[4-(3-chloro-4-fluoro-phenylamino)-quinazolin-6-yl]-butyramide). The yield is 95.1%. Starting materials: C(=O)(O)C(O)C(O)C(=O)O.C(N)(=O)C(C1=CC=CC=C1)(C1=CC=CC=C1)[C@H]1CNCC1 (3-(S)-(+)-(1-carbamoyl-1,1-diphenylmethyl)pyrrolidine Tartrate). The reagents and catalysts are [Pd] (Palladium-on-carbon). Solvent: C(C)(=O)O (acetic acid). Conditions: time 6 hour. Yields the product C(N)(=O)C(C1=CC=CC=C1)(C1=CC=CC=C1)[C@H]1CN(CC1)CCC=1C=CC2=C(CCO2)C1 (3-(S)-(−)-(1-carbamoyl-1,1-diphenylmethyl)-1-[2-(2,3-dihydrobenzofuran-5-yl)ethyl]pyrrolidine). RXN SMILES: [C:1]([CH:4]([CH:6]([C:8]([OH:10])=O)O)O)(O)=O.[C:11]([C:14]([C@@H:27]1[CH2:31][CH2:30][NH:29][CH2:28]1)([C:21]1[CH:26]=[CH:25][CH:24]=[CH:23][CH:22]=1)[C:15]1[CH:20]=[CH:19][CH:18]=[CH:17][CH:16]=1)(=[O:13])[NH2:12]>C(O)(=O)C.[Pd]>[C:11]([C:14]([C@@H:27]1[CH2:31][CH2:30][N:29]([CH2:23][CH2:22][C:21]2[CH:14]=[CH:15][C:16]3[O:10][CH2:8][CH2:6][C:4]=3[CH:1]=2)[CH2:28]1)([C:21]1[CH:22]=[CH:23][CH:24]=[CH:25][CH:26]=1)[C:15]1[CH:20]=[CH:19][CH:18]=[CH:17][CH:16]=1)(=[O:13])[NH2:12] |f:0.1|. Procedure details: 10% Palladium-on-carbon (10 mg) was added to a solution of 3-(S)-(−)-(1-carbamoyl-1,1-diphenylmethyl)-1-[2-(benzofuran-5-yl)ethyl]pyrrolidine (0.1 g—see Example 7) in acetic acid (2 ml) and the mixture was hydrogenated at 40° C. and atmospheric pressure for 6 hours. The catalyst was filtered off and washed with water (20 ml). The combined filtrate and washings were transferred to a separating funnel, dichloromethane (20 ml) was added, and the mixture was basified by the addition of 10% aqueous s... Starting materials: NC1=C(C=O)C=CC(=N1)C (2-amino-6-methylnicotinaldehyde), C(C)(C)(C)C1=CC=C(CNC(CC(C)=O)=O)C=C1 (N-(4-tert-butylbenzyl)-3-oxobutanamide), 15, N1CCCCC1 (piperidine). The solvent is CCO (EtOH). Product: C(C)(C)(C)C1=CC=C(CNC(=O)C=2C(=NC3=NC(=CC=C3C2)C)C)C=C1 (N-(4-tert-butylbenzyl)-2,7-dimethyl-1,8-naphthyridine-3-carboxamide). The yield is 50.5%. As a reaction SMILES: [NH2:1][C:2]1[N:9]=[C:8]([CH3:10])[CH:7]=[CH:6][C:3]=1[CH:4]=O.[C:11]([C:15]1[CH:28]=[CH:27][C:18]([CH2:19][NH:20][C:21](=[O:26])[CH2:22][C:23](=O)[CH3:24])=[CH:17][CH:16]=1)([CH3:14])([CH3:13])[CH3:12].N1CCCCC1>CCO>[C:11]([C:15]1[CH:28]=[CH:27][C:18]([CH2:19][NH:20][C:21]([C:22]2[C:23]([CH3:24])=[N:1][C:2]3[C:3]([CH:4]=2)=[CH:6][CH:7]=[C:8]([CH3:10])[N:9]=3)=[O:26])=[CH:17][CH:16]=1)([CH3:14])([CH3:12])[CH3:13]. Reported procedure: A solution of 200 mg (1.47 mmol) 2-amino-6-methylnicotinaldehyde, 400 mg (1.62 mmol) N-(4-tert-butylbenzyl)-3-oxobutanamide and 15 (0.15 mmol) piperidine in 3 ml EtOH was refluxed for 36 h. The reaction mixture was concentrated under reduced pressure. Flash chromatography (CH2Cl2/MeOH 20:1) afforded 258 mg (51%) of the title compound as a yellow-brown amorphous solid.